The task is: describe an organic reaction: reactants, conditions, products, and yield. This data is from the Open Reaction Database (ORD), a public repository of structured organic reaction records. Reaction SMILES: [CH2:1]([c:2]1[cH:3][cH:4][cH:5][cH:6][cH:7]1)[N:8]1[CH2:9][c:10]2[cH:11][cH:12][c:13]([NH2:17])[cH:14][c:15]2[CH2:16]1.[CH3:18][C:19](=[O:20])[O:21][C:22](=[O:23])[CH3:24].[cH:25]1[cH:26][cH:27][cH:28][cH:29][cH:30]1>>[CH2:1]([c:2]1[cH:3][cH:4][cH:5][cH:6][cH:7]1)[N:8]1[CH2:9][c:10]2[cH:11][cH:12][c:13]([NH:17][C:19]([CH3:18])=[O:20])[cH:14][c:15]2[CH2:16]1. Product: CC(=O)Nc1ccc2c(c1)CN(Cc1ccccc1)C2. Starting materials: Nc1ccc2c(c1)CN(Cc1ccccc1)C2, CC(=O)OC(C)=O, c1ccccc1.